The task is: describe an organic reaction: reactants, conditions, products, and yield. This data is from the Open Reaction Database (ORD), a public repository of structured organic reaction records. Procedure details: A 100-mL single-neck round-bottomed flask equipped with a magnetic stirrer was charged with 287g (1.54 g, 1.0 eq., 6.70 mmol), formaldehyde (37% in water) (1.09 g, 2.0 eq., 13.4 mmol), NaBH3CN (2.11 g, 5.0 eq., 33.5 mmol), HOAc (3 mL), and methanol (30 mL). The mixture was stirred at room temperature for 1 h and concentrated under reduced pressure. The residue was partitioned between water (50 mL) and dichloromethane (50 mL). The water phase was extracted with dichloromethane (3×50 mL). The comb... As a reaction SMILES: [CH3:1][C:2]1[N:3]([C:8]2[CH:17]=[C:11]3[CH:12]([CH3:16])[NH:13][CH2:14][CH2:15][N:10]3[N:9]=2)[C:4]([CH3:7])=[CH:5][CH:6]=1.C=O.[BH3-][C:21]#N.[Na+].CC(O)=O>CO>[CH3:7][C:4]1[N:3]([C:8]2[CH:17]=[C:11]3[CH:12]([CH3:16])[N:13]([CH3:21])[CH2:14][CH2:15][N:10]3[N:9]=2)[C:2]([CH3:1])=[CH:6][CH:5]=1 |f:2.3|. Product: CC=1N(C(=CC1)C)C1=NN2C(C(N(CC2)C)C)=C1 (2-(2,5-Dimethyl-1H-pyrrol-1-yl)-4,5-dimethyl-4,5,6,7-tetrahydropyrazolo[1,5-a]pyrazine). Starting materials: CC=1N(C(=CC1)C)C1=NN2C(C(NCC2)C)=C1 (2-(2,5-Dimethyl-1H-pyrrol-1-yl)-4-methyl-4,5,6,7-tetrahydropyrazolo[1,5-a]pyrazine), C=O (formaldehyde), [BH3-]C#N.[Na+] (NaBH3CN), CC(=O)O (HOAc). Solvent: CO (methanol). Run at time 1 hour. The reactants are CC#N, FC(F)(F)c1cc(C2CC2)[nH]n1, O=C1CCC(=O)N1Cl. Product: FC(F)(F)c1n[nH]c(C2CC2)c1Cl. As a reaction SMILES: [CH3:21][C:22]#[N:23].[CH:1]1([c:4]2[cH:5][c:6]([C:9]([F:10])([F:11])[F:12])[n:7][nH:8]2)[CH2:2][CH2:3]1.[Cl:13][N:14]1[C:15](=[O:16])[CH2:17][CH2:18][C:19]1=[O:20]>>[CH:1]1([c:4]2[c:5]([Cl:13])[c:6]([C:9]([F:10])([F:11])[F:12])[n:7][nH:8]2)[CH2:2][CH2:3]1. Reactants: N1(CCCC1)CC#CCCCCN (7-pyrrolidinohept-5-ynylamine), COC1=NS(N=C1OC)=O (3,4-dimethoxy-1,2,5-thiadiazole-1-oxide), N (ammonia). The product is NC1=NS(N=C1NCCCCC#CCN1CCCC1)=O (3-Amino-4-[7-pyrrolidinohept-5-ynylamino]-1,2,5-thiadiazole1-oxide). Reaction SMILES: [N:1]1([CH2:6][C:7]#[C:8][CH2:9][CH2:10][CH2:11][CH2:12][NH2:13])[CH2:5][CH2:4][CH2:3][CH2:2]1.CO[C:16]1[C:20](OC)=[N:19][S:18](=[O:23])[N:17]=1.[NH3:24]>>[NH2:24][C:16]1[C:20]([NH:13][CH2:12][CH2:11][CH2:10][CH2:9][C:8]#[C:7][CH2:6][N:1]2[CH2:5][CH2:4][CH2:3][CH2:2]2)=[N:19][S:18](=[O:23])[N:17]=1. Reported procedure: In a manner similar to Example 1, reaction of 7-pyrrolidinohept-5-ynylamine and 3,4-dimethoxy-1,2,5-thiadiazole-1-oxide followed by treatment with ammonia gives the title compound. The reactants are CN(C)CC(N)CC(=O)OCc1ccccc1, Cl, Cl, O=C(O)CCCCCCCCc1cccnc1. Yields the product CN(C)CC(CC(=O)OCc1ccccc1)NC(=O)CCCCCCCCc1cccnc1. RXN SMILES: [CH2:20]([c:21]1[cH:22][cH:23][cH:24][cH:25][cH:26]1)[O:27][C:28]([CH2:29][CH:30]([CH2:31][N:32]([CH3:33])[CH3:34])[NH2:35])=[O:36].[ClH:18].[ClH:19].[n:1]1[cH:2][c:3]([CH2:7][CH2:8][CH2:9][CH2:10][CH2:11][CH2:12][CH2:13][CH2:14][C:15](=[O:16])[OH:17])[cH:4][cH:5][cH:6]1>>[n:1]1[cH:2][c:3]([CH2:7][CH2:8][CH2:9][CH2:10][CH2:11][CH2:12][CH2:13][CH2:14][C:15](=[O:17])[NH:35][CH:30]([CH2:29][C:28]([O:27][CH2:20][c:21]2[cH:22][cH:23][cH:24][cH:25][cH:26]2)=[O:36])[CH2:31][N:32]([CH3:33])[CH3:34])[cH:4][cH:5][cH:6]1. Starting materials: ClC1=CC=C(C=C1)N1N=C2C=C(C(=CC2=C1C(=O)NC)C1CC1)NS(=O)(=O)C (2-(4-chlorophenyl)-5-cyclopropyl-N-methyl-6-[(methylsulfonyl)amino]-2H-indazole-3-carboxamide), FC=1C=C(N)C=CC1C (3-fluoro-4-methylaniline). The product is C1(CC1)C1=CC2=C(N(N=C2C=C1NS(=O)(=O)C)C1=CC(=C(C=C1)C)F)C(=O)NC (5-cyclopropyl-2-(3-fluoro-4-methylphenyl)-N-methyl-6-[(methylsulfonyl)amino]-2H-indazole-3-carboxamide). Reaction SMILES: ClC1C=CC(N2[C:16]([C:17]([NH:19][CH3:20])=[O:18])=[C:15]3[C:10]([CH:11]=[C:12]([NH:24][S:25]([CH3:28])(=[O:27])=[O:26])[C:13]([CH:21]4[CH2:23][CH2:22]4)=[CH:14]3)=[N:9]2)=CC=1.[F:29][C:30]1[CH:31]=[C:32]([CH:34]=[CH:35][C:36]=1[CH3:37])[NH2:33]>>[CH:21]1([C:13]2[C:12]([NH:24][S:25]([CH3:28])(=[O:26])=[O:27])=[CH:11][C:10]3[C:15](=[C:16]([C:17]([NH:19][CH3:20])=[O:18])[N:33]([C:32]4[CH:34]=[CH:35][C:36]([CH3:37])=[C:30]([F:29])[CH:31]=4)[N:9]=3)[CH:14]=2)[CH2:22][CH2:23]1. Procedure: Compound (45) was prepared in a similar manner to the synthesis of Compound (44) with the following variation: 3-fluoro-4-methylaniline was used instead of 4-chloroaniline at Step d. ESI-MS m/z [M+H]+: 417.1, 1H NMR (400 MHz, Acetone) δ 7.95 (brs, 1H), 7.81 (s, 1H), 7.75 (brs, 1H), 7.64 (s, 1H), 7.47-7.36 (m, 3H), 3.18 (s, 3H), 2.98 (d, J=4.7 Hz, 3H), 2.37 (d, J=1.9 Hz, 3H), 2.26-2.16 (m, 1H), 1.13-1.06 (m, 2H), 0.81-0.74 (m, 2H). Reactants: Brc1cn2ccnc2c(Br)n1, CC#N, [K+], [K+], O=C([O-])[O-], Nc1ccc2ncsc2c1. As a reaction SMILES: [Br:11][c:12]1[n:13][c:14]([Br:21])[c:15]2[n:16]([cH:17]1)[cH:18][cH:19][n:20]2.[CH3:28][C:29]#[N:30].[K+:22].[K+:23].[O-:24][C:25]([O-:26])=[O:27].[s:1]1[cH:2][n:3][c:4]2[c:5]1[cH:6][c:7]([NH2:10])[cH:8][cH:9]2>>[s:1]1[cH:2][n:3][c:4]2[c:5]1[cH:6][c:7]([NH:10][c:14]1[n:13][c:12]([Br:11])[cH:17][n:16]3[c:15]1[n:20][cH:19][cH:18]3)[cH:8][cH:9]2. The product is Brc1cn2ccnc2c(Nc2ccc3ncsc3c2)n1. The reactants are COc1cc(C)cc(O)c1, CC(NC(=O)c1cc(Cl)cnc1Cl)c1ccc(C(=O)OC(C)(C)C)cc1. Product: COc1cc(C)cc(Oc2ncc(Cl)cc2C(=O)NC(C)c2ccc(C(=O)OC(C)(C)C)cc2)c1. Reaction SMILES: [CH3:27][O:28][c:29]1[cH:30][c:31]([OH:36])[cH:32][c:33]([CH3:35])[cH:34]1.[Cl:1][c:2]1[n:3][cH:4][c:5]([Cl:26])[cH:6][c:7]1[C:8](=[O:9])[NH:10][CH:11]([CH3:12])[c:13]1[cH:14][cH:15][c:16]([C:17](=[O:18])[O:19][C:20]([CH3:21])([CH3:22])[CH3:23])[cH:24][cH:25]1>>[c:2]1([O:36][c:31]2[cH:30][c:29]([O:28][CH3:27])[cH:34][c:33]([CH3:35])[cH:32]2)[n:3][cH:4][c:5]([Cl:26])[cH:6][c:7]1[C:8](=[O:9])[NH:10][CH:11]([CH3:12])[c:13]1[cH:14][cH:15][c:16]([C:17](=[O:18])[O:19][C:20]([CH3:21])([CH3:22])[CH3:23])[cH:24][cH:25]1. Reactants: C1CCOC1, COC(C)(C)C, [H-], CI, [Na+], CC(C)(C)OC(=O)N1CC2c3cccc(C(F)(F)F)c3C(=O)N(CCO)C2C1. The product is COCCN1C(=O)c2c(cccc2C(F)(F)F)C2CN(C(=O)OC(C)(C)C)CC21. Reaction SMILES: [CH2:33]1[O:34][CH2:35][CH2:36][CH2:37]1.[CH3:38][O:39][C:40]([CH3:41])([CH3:42])[CH3:43].[H-:1].[I:31][CH3:32].[Na+:2].[OH:3][CH2:4][CH2:5][N:6]1[C:7](=[O:30])[c:8]2[c:9]([C:26]([F:27])([F:28])[F:29])[cH:10][cH:11][cH:12][c:13]2[CH:14]2[CH:15]1[CH2:16][N:17]([C:19](=[O:20])[O:21][C:22]([CH3:23])([CH3:24])[CH3:25])[CH2:18]2>>[O:3]([CH2:4][CH2:5][N:6]1[C:7](=[O:30])[c:8]2[c:9]([C:26]([F:27])([F:28])[F:29])[cH:10][cH:11][cH:12][c:13]2[CH:14]2[CH:15]1[CH2:16][N:17]([C:19](=[O:20])[O:21][C:22]([CH3:23])([CH3:24])[CH3:25])[CH2:18]2)[CH3:32].